This data is from the Open Reaction Database (ORD), a public repository of structured organic reaction records. The task is: describe an organic reaction: reactants, conditions, products, and yield Starting materials: CC1=NC=CN=C1C (2,3-dimethylpyrazine), C(CC)=O (propionaldehyde). Run in CC(=O)C.CCCCCC (acetone hexane). Yields the product CC1=NC=C(N=C1C)C(CC)=O (1-(2,3-dimethyl-5-pyrazinyl)-1-propanone). The yield is 25.0%. As a reaction SMILES: [CH3:1][C:2]1[C:7]([CH3:8])=[N:6][CH:5]=[CH:4][N:3]=1.[CH:9](=[O:12])[CH2:10][CH3:11]>CC(C)=O.CCCCCC>[CH3:1][C:2]1[C:7]([CH3:8])=[N:6][C:5]([C:9](=[O:12])[CH2:10][CH3:11])=[CH:4][N:3]=1 |f:2.3|. Procedure details: The reaction of 2,3-dimethylpyrazine and freshly distilled propionaldehyde is carried out as described in Example I on the same molar scale. Preparative thick layer chromatography (2000μ silica gel GF, developed in 5% acetone/hexane) of the crude reaction product gives a 25% yield of 1-(2,3-dimethyl-5-pyrazinyl)-1-propanone. The reactants are FC(C(=O)O)(F)F (trifluoroacetic acid), N(=[N+]=[N-])[C@@H]1CN(CCC[C@H]1O)C(=O)OC(C)(C)C (tert-butyl (3R, 4R)-3-azido-4-hydroxy-azepane-1-carboxylate), BrCC1=CC=C(C=C1)C(=O)C1=C(C=CC(=C1)OC)OCOC ((4-bromomethyl-phenyl)-(5-methoxy-2-methoxymethoxy-phenyl)methanone). Yields the product OCC1=CC=C(C=C1)C(=O)C1=C(C=CC(=C1)OC)OCOC ((4-hydroxymethyl-phenyl)-(5-methoxy-2-methoxymethoxy-phenyl)-methanone). Reaction SMILES: FC(F)(F)C(O)=[O:4].N([C@H]1[C@H](O)CCCN(C(OC(C)(C)C)=O)C1)=[N+]=[N-].Br[CH2:27][C:28]1[CH:33]=[CH:32][C:31]([C:34]([C:36]2[CH:41]=[C:40]([O:42][CH3:43])[CH:39]=[CH:38][C:37]=2[O:44][CH2:45][O:46][CH3:47])=[O:35])=[CH:30][CH:29]=1>>[OH:4][CH2:27][C:28]1[CH:33]=[CH:32][C:31]([C:34]([C:36]2[CH:41]=[C:40]([O:42][CH3:43])[CH:39]=[CH:38][C:37]=2[O:44][CH2:45][O:46][CH3:47])=[O:35])=[CH:30][CH:29]=1. Procedure details: Compound (W) used in Examples (U8) and (U9) was obtained from tert-butyl (3R,4R)-3-azido-4-(benzyloxy)-hexahydro-1H-azepine-1-carboxylate (see Example (S) by debenzylation with trifluoroacetic acid to tert-butyl (3R, 4R)-3-azido-4-hydroxy-azepane-1-carboxylate and O-alkylation of this compound with (4-bromomethyl-phenyl)-(5-methoxy-2-methoxymethoxy-phenyl)methanone. The latter compound was obtained by the bromination of (4-hydroxymethyl-phenyl)-(5-methoxy-2-methoxymethoxy-phenyl)-methanone (M8). Reactants: FC1=C(C=CC(=C1)F)[C@@]12N=C(SC[C@@H]1C[C@@H](OC2)C=C(C)C)NC(C2=CC=CC=C2)=O (N-[(4aR,6R,8aS)-8a-(2,4-difluorophenyl)-6-(2-methylprop-1-en-1-yl)-4,4a,5,6,8,8a-hexahydropyrano[3,4-d][1,3]thiazin-2-yl]benzamide), [H][H] (hydrogen). Reagents/catalysts: [Pd] (palladium on activated carbon). Run in CO (methanol). Product: FC1=C(C=CC(=C1)F)[C@@]12N=C(SC[C@@H]1C[C@@H](OC2)CC(C)C)NC(C2=CC=CC=C2)=O (N-[(4aR,6S,8aS)-8a-(2,4-difluorophenyl)-6-(2-methylpropyl)-4,4a,5,6,8,8a-hexahydropyrano[3,4-d][1,3]thiazin-2-yl]benzamide). Reaction SMILES: [F:1][C:2]1[CH:7]=[C:6]([F:8])[CH:5]=[CH:4][C:3]=1[C@:9]12[CH2:18][O:17][C@@H:16]([CH:19]=[C:20]([CH3:22])[CH3:21])[CH2:15][C@H:14]1[CH2:13][S:12][C:11]([NH:23][C:24](=[O:31])[C:25]1[CH:30]=[CH:29][CH:28]=[CH:27][CH:26]=1)=[N:10]2.[H][H]>CO.[Pd]>[F:1][C:2]1[CH:7]=[C:6]([F:8])[CH:5]=[CH:4][C:3]=1[C@:9]12[CH2:18][O:17][C@@H:16]([CH2:19][CH:20]([CH3:22])[CH3:21])[CH2:15][C@H:14]1[CH2:13][S:12][C:11]([NH:23][C:24](=[O:31])[C:25]1[CH:26]=[CH:27][CH:28]=[CH:29][CH:30]=1)=[N:10]2. Reported procedure: A solution of N-[(4aR,6R,8aS)-8a-(2,4-difluorophenyl)-6-(2-methylprop-1-en-1-yl)-4,4a,5,6,8,8a-hexahydropyrano[3,4-d][1,3]thiazin-2-yl]benzamide (C28) (42 mg, 95 μmol) in methanol (28 mL) was treated with palladium on activated carbon [10% by weight (dry), 50% water, 224 mg, 105 μmol] and hydrogenated (35 pounds per square inch of hydrogen) for 20 hours. The reaction mixture was filtered through Celite®, and the filter pad was rinsed with methanol (30 mL). The combined filtrates were concentrate... Reactants: CN1N=C(C(=C1)C(=O)O)C (1,3-dimethyl-1H-pyrazole-4-carboxylic acid), NC=1C=C(OC=2C=CC=3N(C2)N=C(N3)NC(=O)C3CC3)C=CC1Cl (N-[6-(3-amino-4-chlorophenoxy)[1,2,4]triazolo[1,5-a]pyridin-2-yl]cyclopropanecarboxamide), O1CCCC1 (tetrahydrofuran), S(=O)(Cl)Cl (thionyl chloride). Reagents/catalysts: CN(C=O)C (N,N-dimethylformamide). Run in CN(C(C)=O)C (N,N-dimethylacetamide). Yields the product ClC1=C(C=C(C=C1)OC=1C=CC=2N(C1)N=C(N2)NC(=O)C2CC2)NC(=O)C=2C(=NN(C2)C)C (N-[2-chloro-5-({2-[(cyclopropylcarbonyl)amino][1,2,4]triazolo[1,5-a]pyridin-6-yl}oxy)phenyl]-1,3-dimethyl-1H-pyrazole-4-carboxamide). Isolated yield 24.3%. RXN SMILES: [CH3:1][N:2]1[CH:6]=[C:5]([C:7](O)=[O:8])[C:4]([CH3:10])=[N:3]1.O1CCCC1.S(Cl)(Cl)=O.[NH2:20][C:21]1[CH:22]=[C:23]([CH:40]=[CH:41][C:42]=1[Cl:43])[O:24][C:25]1[CH:26]=[CH:27][C:28]2[N:29]([N:31]=[C:32]([NH:34][C:35]([CH:37]3[CH2:39][CH2:38]3)=[O:36])[N:33]=2)[CH:30]=1>CN(C)C=O.CN(C)C(=O)C>[Cl:43][C:42]1[CH:41]=[CH:40][C:23]([O:24][C:25]2[CH:26]=[CH:27][C:28]3[N:29]([N:31]=[C:32]([NH:34][C:35]([CH:37]4[CH2:39][CH2:38]4)=[O:36])[N:33]=3)[CH:30]=2)=[CH:22][C:21]=1[NH:20][C:7]([C:5]1[C:4]([CH3:10])=[N:3][N:2]([CH3:1])[CH:6]=1)=[O:8]. Procedure: In the same manner as in Example 55 and using 1,3-dimethyl-1H-pyrazole-4-carboxylic acid (58.2 mg, 0.415 mmol), tetrahydrofuran (5 mL), thionyl chloride (71.7 μL, 0.826 mmol), N,N-dimethylformamide (2 drops), N-[6-(3-amino-4-chlorophenoxy)[1,2,4]triazolo[1,5-a]pyridin-2-yl]cyclopropanecarboxamide (129 mg, 0.375 mmol) and N,N-dimethylacetamide (6 mL) as starting materials, the title compound (42.5 mg, 24%) was obtained as a white solid.